This data is from the Open Reaction Database (ORD), a public repository of structured organic reaction records. The task is: describe an organic reaction: reactants, conditions, products, and yield As a reaction SMILES: [Cl:1][C:2]1([c:13]2[c:14]([O:19][CH3:20])[cH:15][cH:16][cH:17][cH:18]2)[C:3](=[O:12])[NH:4][c:5]2[cH:6][cH:7][c:8]([Cl:11])[cH:9][c:10]21.[F:21][C:22]([F:23])([F:24])[C:25]([OH:26])=[O:27].[NH2:28][CH:29]([C:30](=[O:31])[N:32]([CH3:33])[CH3:34])[CH2:35][c:36]1[cH:37][cH:38][cH:39][cH:40][cH:41]1>>[C:2]1([c:13]2[c:14]([O:19][CH3:20])[cH:15][cH:16][cH:17][cH:18]2)([NH:28][CH:29]([C:30](=[O:31])[N:32]([CH3:33])[CH3:34])[CH2:35][c:36]2[cH:37][cH:38][cH:39][cH:40][cH:41]2)[C:3](=[O:12])[NH:4][c:5]2[cH:6][cH:7][c:8]([Cl:11])[cH:9][c:10]21. The reactants are COc1ccccc1C1(Cl)C(=O)Nc2ccc(Cl)cc21, O=C(O)C(F)(F)F, CN(C)C(=O)C(N)Cc1ccccc1. Product: COc1ccccc1C1(NC(Cc2ccccc2)C(=O)N(C)C)C(=O)Nc2ccc(Cl)cc21. Starting materials: CS(=O)(=O)N(C=1NC(=C(N1)Cl)C(=O)NCC1=C(C(=C(C=C1)Cl)OC1=CC(=CC(=C1)C#N)Cl)F)S(=O)(=O)C (2-[bis(methylsulfonyl)amino]-4-chloro-N-({4-chloro-3-[(3-chloro-5-cyanophenyl)oxy]-2-fluorophenyl}methyl)-1H-imidazole-5-carboxamide), CCCC[N+](CCCC)(CCCC)CCCC.[F-] (TBAF), solution, CCCC[N+](CCCC)(CCCC)CCCC.[F-] (TBAF). Solvent: C1CCOC1 (THF), C1CCOC1 (THF). Run at time 3 day. The product is ClC=1N=C(NC1C(=O)NCC1=C(C(=C(C=C1)Cl)OC1=CC(=CC(=C1)C#N)Cl)F)NS(=O)(=O)C (4-chloro-N-({4-chloro-3-[(3-chloro-5-cyanophenyl)oxy]-2-fluorophenyl}methyl)-2-[(methylsulfonyl)amino]-1H-imidazole-5-carboxamide). The yield is 46.0%. Reaction SMILES: [CH3:1][S:2]([N:5](S(C)(=O)=O)[C:6]1[NH:7][C:8]([C:12]([NH:14][CH2:15][C:16]2[CH:21]=[CH:20][C:19]([Cl:22])=[C:18]([O:23][C:24]3[CH:29]=[C:28]([C:30]#[N:31])[CH:27]=[C:26]([Cl:32])[CH:25]=3)[C:17]=2[F:33])=[O:13])=[C:9]([Cl:11])[N:10]=1)(=[O:4])=[O:3].CCCC[N+](CCCC)(CCCC)CCCC.[F-]>C1COCC1>[Cl:11][C:9]1[N:10]=[C:6]([NH:5][S:2]([CH3:1])(=[O:3])=[O:4])[NH:7][C:8]=1[C:12]([NH:14][CH2:15][C:16]1[CH:21]=[CH:20][C:19]([Cl:22])=[C:18]([O:23][C:24]2[CH:29]=[C:28]([C:30]#[N:31])[CH:27]=[C:26]([Cl:32])[CH:25]=2)[C:17]=1[F:33])=[O:13] |f:1.2|. Procedure details: A solution of 2-[bis(methylsulfonyl)amino]-4-chloro-N-({4-chloro-3-[(3-chloro-5-cyanophenyl)oxy]-2-fluorophenyl}methyl)-1H-imidazole-5-carboxamide (0.030 g, 0.049 mmol) and TBAF (0.059 mL of a 1M solution in THF, 0.059 mmol) in THF (0.5 mL) was heated overnight under reflux. Additional TBAF (0.050 mL, 0.050 mmol) was added and stirring was continued at RT for 3 days. The solution was concentrated and purified by Reverse-Phase HPLC (water:acetonitrile with 0.1% TFA) to provide the title compound ... Reactants: ClCC(=O)Cl (chloroacetyl chloride), ice, Cl (hydrochloric acid), NC1=C(C(=O)O)C(=C(C(=C1)C)C(=O)OCC)C (2-amino-5-ethoxycarbonyl-4,6-dimethylbenzoic acid), N1=CC=CC=C1 (pyridine). Run in C1=CC=CC=C1 (benzene), C1=CC=CC=C1 (benzene). Reaction conditions: time 8 hour. The product is ClCC(=O)NC1=C(C(=O)O)C(=C(C(=C1)C)C(=O)OCC)C (2-chloroacetylamino-5-ethoxycarbonyl-4,6-dimethylbenzoic acid). Reaction SMILES: [NH2:1][C:2]1[CH:10]=[C:9]([CH3:11])[C:8]([C:12]([O:14][CH2:15][CH3:16])=[O:13])=[C:7]([CH3:17])[C:3]=1[C:4]([OH:6])=[O:5].N1C=CC=CC=1.[Cl:24][CH2:25][C:26](Cl)=[O:27].Cl>C1C=CC=CC=1>[Cl:24][CH2:25][C:26]([NH:1][C:2]1[CH:10]=[C:9]([CH3:11])[C:8]([C:12]([O:14][CH2:15][CH3:16])=[O:13])=[C:7]([CH3:17])[C:3]=1[C:4]([OH:6])=[O:5])=[O:27]. Procedure details: To an ice-cooled mixture consisting of 0.8 g of 2-amino-5-ethoxycarbonyl-4,6-dimethylbenzoic acid, 20 ml of dry benzene, and 0.5 ml of pyridine was added dropwise with stirring a solution of 0.4 ml of chloroacetyl chloride in 5 ml of benzene. The mixture was stirred overnight and then, shaken with dilute hydrochloric acid. The layers were separated. The aqueous layer was extracted with ethyl acetate, and the combined organic extracts were washed with water, dried over sodium sulfate, and evapora... Reactants: F[B-](F)(F)F.C(C1=CC=CC=C1)[SH+]CC1=CC=CC=C1 (dibenzylsulfonium tetrafluoroborate), F[Sb-](F)(F)(F)(F)F.[Na+] (sodium hexafluoroantimonate). Run in C(Cl)Cl (methylene chloride). Reaction conditions: time 2 hour. Yields the product F[Sb-](F)(F)(F)(F)F.C(C1=CC=CC=C1)[S+](C1=CC=CC=C1)CC1=CC=CC=C1 (dibenzylphenylsulfonium hexafluoroantimonate). Isolated yield 191.3%. RXN SMILES: F[B-](F)(F)F.[CH2:6]([SH+:13][CH2:14][C:15]1[CH:20]=[CH:19][CH:18]=[CH:17][CH:16]=1)[C:7]1[CH:12]=[CH:11][CH:10]=[CH:9][CH:8]=1.[F:21][Sb-:22]([F:27])([F:26])([F:25])([F:24])[F:23].[Na+]>C(Cl)Cl>[F:21][Sb-:22]([F:27])([F:26])([F:25])([F:24])[F:23].[CH2:14]([S+:13]([CH2:6][C:7]1[CH:12]=[CH:11][CH:10]=[CH:9][CH:8]=1)[C:7]1[CH:12]=[CH:11][CH:10]=[CH:9][CH:8]=1)[C:15]1[CH:20]=[CH:19][CH:18]=[CH:17][CH:16]=1 |f:0.1,2.3,5.6|. Procedure details: A mixture of 123.0 g (0.325 mol) of dibenzylsulfonium tetrafluoroborate in 400 ml of methylene chloride is dissolved in a 2 liter round-bottomed flask at RT under N2 to give a clear solution. 117.8 g of sodium hexafluoroantimonate are then added and the mixture is stirred at RT for 31/2 h. The suspension is now filtered over silica gel and the solvent is removed from the filtrate using a rotary evaporator. The slightly reddish viscous residue is dissolved again in 250 ml of methanol, and after a... Reactants: Oc1ccc2cc(Cc3cc(Br)ccc3Cl)sc2c1, FCCBr. Product: FCCOc1ccc2cc(Cc3cc(Br)ccc3Cl)sc2c1. As a reaction SMILES: [Br:1][c:2]1[cH:3][cH:4][c:5]([Cl:19])[c:6]([CH2:8][c:9]2[cH:10][c:11]3[c:12]([s:13]2)[cH:14][c:15]([OH:18])[cH:16][cH:17]3)[cH:7]1.[Br:20][CH2:21][CH2:22][F:23]>>[Br:1][c:2]1[cH:3][cH:4][c:5]([Cl:19])[c:6]([CH2:8][c:9]2[cH:10][c:11]3[c:12]([s:13]2)[cH:14][c:15]([O:18][CH2:21][CH2:22][F:23])[cH:16][cH:17]3)[cH:7]1. Reactants: [Na+], COC(=O)c1ccc(CNC(=O)c2cc(C(=O)NCc3ccc4c(c3)CCO4)ncn2)cc1, C1CCOC1, [OH-], O. The product is O=C(O)c1ccc(CNC(=O)c2cc(C(=O)NCc3ccc4c(c3)CCO4)ncn2)cc1. RXN SMILES: [Na+:35].[O:1]1[CH2:2][CH2:3][c:4]2[c:5]1[cH:6][cH:7][c:8]([CH2:10][NH:11][C:12](=[O:13])[c:14]1[cH:15][c:16]([C:20](=[O:21])[NH:22][CH2:23][c:24]3[cH:25][cH:26][c:27]([C:28](=[O:29])[O:30][CH3:31])[cH:32][cH:33]3)[n:17][cH:18][n:19]1)[cH:9]2.[O:36]1[CH2:37][CH2:38][CH2:39][CH2:40]1.[OH-:34].[OH2:41]>>[O:1]1[CH2:2][CH2:3][c:4]2[c:5]1[cH:6][cH:7][c:8]([CH2:10][NH:11][C:12](=[O:13])[c:14]1[cH:15][c:16]([C:20](=[O:21])[NH:22][CH2:23][c:24]3[cH:25][cH:26][c:27]([C:28](=[O:29])[OH:30])[cH:32][cH:33]3)[n:17][cH:18][n:19]1)[cH:9]2. Reactants: C(C1=CC=CC=C1)OC1=CC=C(C=C1)C[C@@H](C(=O)O)NS(=O)(=O)C1=CC=C(C=C1)F ((S)-3-(4-benzyloxy-phenyl)-2-(4-fluoro-benzenesulfonylamino)-propionic acid), Cl.C1(=CC=CC=C1)C1CCNCC1 (4-phenyl-piperidine hydrochloride). Yields the product C(C1=CC=CC=C1)OC1=CC=C(C=C1)C[C@@H](C(=O)O)NS(=O)(=O)C1=CC=C(C=C1)N1CCC(CC1)C1=CC=CC=C1 ((S)-3-(4-Benzyloxy-phenyl)-2-[4-(4-phenyl-piperidin-1-yl)-benzenesulfonylamino]-propionic acid). Reaction SMILES: [CH2:1]([O:8][C:9]1[CH:14]=[CH:13][C:12]([CH2:15][C@H:16]([NH:20][S:21]([C:24]2[CH:29]=[CH:28][C:27](F)=[CH:26][CH:25]=2)(=[O:23])=[O:22])[C:17]([OH:19])=[O:18])=[CH:11][CH:10]=1)[C:2]1[CH:7]=[CH:6][CH:5]=[CH:4][CH:3]=1.Cl.[C:32]1([CH:38]2[CH2:43][CH2:42][NH:41][CH2:40][CH2:39]2)[CH:37]=[CH:36][CH:35]=[CH:34][CH:33]=1>>[CH2:1]([O:8][C:9]1[CH:14]=[CH:13][C:12]([CH2:15][C@H:16]([NH:20][S:21]([C:24]2[CH:29]=[CH:28][C:27]([N:41]3[CH2:42][CH2:43][CH:38]([C:32]4[CH:37]=[CH:36][CH:35]=[CH:34][CH:33]=4)[CH2:39][CH2:40]3)=[CH:26][CH:25]=2)(=[O:23])=[O:22])[C:17]([OH:19])=[O:18])=[CH:11][CH:10]=1)[C:2]1[CH:7]=[CH:6][CH:5]=[CH:4][CH:3]=1 |f:1.2|. Procedure: In a manner similar to Example 3(b), (S)-3-(4-benzyloxy-phenyl)-2-(4-fluoro-benzenesulfonylamino)-propionic acid was condensed with 4-phenyl-piperidine hydrochloride to give the title compound, mp=75-78° C. Reactants: BrC=1C=CC(=NC1)NC=1SC=C(N1)COC(C)=O (Acetic acid 2-(5-bromo-pyridine-2-yl amino)-thiazole-4-ylmethyl ester), [OH-].[Na+] (NaOH). Run in C(C)O (ethanol). Run at time 75 minute. Yields the product BrC=1C=CC(=NC1)NC=1SC=C(N1)CO ([2-(5-bromo-pyridine-2-ylamino)-thiazole-4-yl]-methanol). Isolated yield 56.0%. Reaction SMILES: [Br:1][C:2]1[CH:3]=[CH:4][C:5]([NH:8][C:9]2[S:10][CH:11]=[C:12]([CH2:14][O:15]C(=O)C)[N:13]=2)=[N:6][CH:7]=1.[OH-].[Na+]>C(O)C>[Br:1][C:2]1[CH:3]=[CH:4][C:5]([NH:8][C:9]2[S:10][CH:11]=[C:12]([CH2:14][OH:15])[N:13]=2)=[N:6][CH:7]=1 |f:1.2|. Procedure: Acetic acid 2-(5-bromo-pyridine-2-yl amino)-thiazole-4-ylmethyl ester (0.29 mmol) is suspended in ethanol (1 ml) and 1 M NaOH (1 ml) is added. The suspension is stirred at RT for 75 min. The precipitate is filtered, washed with water and dried 16 h in vacuo at 40° C. “A6” is obtained as a colourless powder in a yield of 56%; mp. 207.0-209.0° C.; HPLC (method C): 1.41 min); LC-MS (method A): 1.222 min, 285.95 (M+H+); Starting materials: O=C(CC(=O)NC1=C(C(=O)O)C=CC=C1)NC1=C(C(=O)O)C=CC=C1 (2,2'-[(1,3-Dioxo-1,3-propanediyl)diimino]bisbenzoic acid), S1C(=CC=C1)C=O (2-thiophenealdehyde). Solvent: N1=CC=CC=C1 (pyridine). Yields the product O=C(C(C(=O)NC1=C(C(=O)O)C=CC=C1)=CC=1SC=CC1)NC1=C(C(=O)O)C=CC=C1 (2,2'-[[1,3-dioxo-2-{2-thienyl)methylene-1,3-propanediyl]diimino]bisbenzoic acid). Isolated yield 57.3%. RXN SMILES: [O:1]=[C:2]([NH:16][C:17]1[CH:25]=[CH:24][CH:23]=[CH:22][C:18]=1[C:19]([OH:21])=[O:20])[CH2:3][C:4]([NH:6][C:7]1[CH:15]=[CH:14][CH:13]=[CH:12][C:8]=1[C:9]([OH:11])=[O:10])=[O:5].[S:26]1[CH:30]=[CH:29][CH:28]=[C:27]1[CH:31]=O>N1C=CC=CC=1>[O:5]=[C:4]([NH:6][C:7]1[CH:15]=[CH:14][CH:13]=[CH:12][C:8]=1[C:9]([OH:11])=[O:10])[C:3](=[CH:31][C:27]1[S:26][CH:30]=[CH:29][CH:28]=1)[C:2]([NH:16][C:17]1[CH:25]=[CH:24][CH:23]=[CH:22][C:18]=1[C:19]([OH:21])=[O:20])=[O:1]. Reported procedure: 2,2'-[(1,3-Dioxo-1,3-propanediyl)diimino]bisbenzoic acid (1.0 g, 2.92 mmol) and 2-thiophenealdehyde (0.49 g, 4.38 mmol) were heated under reflux in dry pyridine (8 ml) for 16 hours. After removing pyridine, the mixture was treated with water, made alkaline with 10% aqueous ammonia under ice cooling, and washed with ether. The aqueous layer was made acidic with 1N.HCl under ice cooling, and the precipitated crystals were collected on filter and washed with water. The resulting solid was purified ...